From a dataset of the Open Reaction Database (ORD), a public repository of structured organic reaction records. describe an organic reaction: reactants, conditions, products, and yield Starting materials: CC1=NC=C(C=C1)CO (2-Methyl-5-hydroxymethylpyridine), C(C)(=O)OC(C)=O (acetic anhydride). Solvent: N1=CC=CC=C1 (pyridine). Yields the product CC1=NC=C(C=C1C)OC(C)=O (2-methyl-5-acetoxy-methylpyridine). RXN SMILES: [CH3:1][C:2]1[CH:7]=[CH:6]C(CO)=[CH:4][N:3]=1.[C:10]([O:13][C:14](=O)[CH3:15])(=[O:12])[CH3:11]>N1C=CC=CC=1>[CH3:1][C:2]1[C:7]([CH3:6])=[CH:15][C:14]([O:13][C:10](=[O:12])[CH3:11])=[CH:4][N:3]=1. Reported procedure: 2-Methyl-5-hydroxymethylpyridine (0.1 mole) is stirred in pyridine (50 ml.) with acetic anhydride (0.15 mole) at room temperature overnight. The mixture is concentrated to dryness, and the residue is dissolved in 70 ml. of water and extracted with 3 × 25 ml. of chloroform. After drying over magnesium sulfate, the chloroform is concentrated to dryness to give 2-methyl-5-acetoxy-methylpyridine. The reactants are C([O-])([O-])=O.[K+].[K+] (Potassium carbonate), O (water), IC (iodomethane), C1(CCCCC1)NC=1C(=CC=CC1)N (N-cyclohexyl-benzene-1,2-diamine). The solvent is CN(C)C=O (DMF). Reaction conditions: time 6 hour. The product is C1(CCCCC1)NC=1C(=CC=CC1)NC (N-Cyclohexyl-N′-methyl-benzene-1,2-diamine). Isolated yield 39.0%. As a reaction SMILES: C(=O)([O-])[O-].[K+].[K+].I[CH3:8].[CH:9]1([NH:15][C:16]2[C:17]([NH2:22])=[CH:18][CH:19]=[CH:20][CH:21]=2)[CH2:14][CH2:13][CH2:12][CH2:11][CH2:10]1.O>CN(C=O)C>[CH:9]1([NH:15][C:16]2[C:17]([NH:22][CH3:8])=[CH:18][CH:19]=[CH:20][CH:21]=2)[CH2:14][CH2:13][CH2:12][CH2:11][CH2:10]1 |f:0.1.2|. Procedure details: Potassium carbonate (2.45 g, 17.7 mmol) and iodomethane (0.81 ml, 13.0 mmol) were added to a solution of N-cyclohexyl-benzene-1,2-diamine from Example E26.2 (2.25 g, 11.8 mmol) in DMF (10 ml). The mixture was stirred for 6 h at room temperature then poured into water and extracted with EtOAc. The organic layer was washed with water then brine, dried and concentrated in vacuo. The residue was purified by flash chromatography on silica gel (eluant; 5% EtOAc:95% hexane) to yield the title compound ... The reactants are FC1=CC=C2S(C=3C=C(C=CC3C(C2=C1)=O)C(=O)O)(=O)=O (7-fluoro-9-oxo-3-thioxanthene carboxylic acid 10,10-dioxide), S(=O)(Cl)Cl (thionyl chloride), CN(C=O)C (Dimethyl formamide). Yields the product FC1=CC=C2S(C=3C=C(C=CC3C(C2=C1)=O)C(=O)N)(=O)=O (7-Fluoro-9-oxothioxanthene-3-carboxamide-10,10-dioxide). As a reaction SMILES: [F:1][C:2]1[CH:15]=[C:14]2[C:5]([S:6](=[O:21])(=[O:20])[C:7]3[CH:8]=[C:9]([C:17](O)=[O:18])[CH:10]=[CH:11][C:12]=3[C:13]2=[O:16])=[CH:4][CH:3]=1.S(Cl)(Cl)=O.C[N:27](C)C=O>>[F:1][C:2]1[CH:15]=[C:14]2[C:5]([S:6](=[O:21])(=[O:20])[C:7]3[CH:8]=[C:9]([C:17]([NH2:27])=[O:18])[CH:10]=[CH:11][C:12]=3[C:13]2=[O:16])=[CH:4][CH:3]=1. Procedure: A mixture of 7-fluoro-9-oxo-3-thioxanthene carboxylic acid 10,10-dioxide (see example 6), 34.0 g (0.11 mol), and thionyl chloride, 130.9 g (1.10 mol), was heated at reflux for 2.0 hr. Dimethyl formamide, 1 ml, was added to the mixture, giving a solution which was heated at reflux overnight. The reaction was cooled, and a yellow crystalline solid, 27.85 g, was collected and washed with ether. A portion of the acid chloride, 5.0 g, was placed in concentrated NH4OH, 50 mL, and heated on a steam bat... Yields the product CN(C)S(=O)(=O)n1cncc1Sc1ccccc1. Starting materials: [Br-], [Li]CCCC, C[P+](c1ccccc1)(c1ccccc1)c1ccccc1, CCOCC, CN(C)S(=O)(=O)n1c(Sc2ccccc2)cnc1[Si](C)(C)C(C)(C)C. Reaction SMILES: [Br-:31].[CH3:1][CH2:2][CH2:3][CH2:4][Li:5].[CH3:32][P+:33]([c:34]1[cH:35][cH:36][cH:37][cH:38][cH:39]1)([c:40]1[cH:41][cH:42][cH:43][cH:44][cH:45]1)[c:46]1[cH:47][cH:48][cH:49][cH:50][cH:51]1.[CH3:52][CH2:53][O:54][CH2:55][CH3:56].[CH3:6][N:7]([S:8](=[O:9])(=[O:10])[n:11]1[c:12]([Si:23]([C:24]([CH3:25])([CH3:26])[CH3:27])([CH3:28])[CH3:29])[n:13][cH:14][c:15]1[S:16][c:17]1[cH:18][cH:19][cH:20][cH:21][cH:22]1)[CH3:30]>>[CH3:6][N:7]([S:8](=[O:9])(=[O:10])[n:11]1[cH:12][n:13][cH:14][c:15]1[S:16][c:17]1[cH:18][cH:19][cH:20][cH:21][cH:22]1)[CH3:30].